Dataset: the Open Reaction Database (ORD), a public repository of structured organic reaction records. Task: describe an organic reaction: reactants, conditions, products, and yield Starting materials: Example 59 ( i ), C[Al](C)C (Me3Al), C1(=CC=CC=C1)C (toluene), ClC1=C(C=C(C=C1)CNC(=O)C1(CC1)C(F)(F)F)NC1=NC2=C(N1)C=C(C(=C2)C(=O)OCC)OCC(F)F (ethyl 2-(2-chloro-5-{[(1-trifluoromethyl-cyclopropanecarbonyl)-amino]-methyl}-phenylamino)-6-(2,2-difluoro-ethoxy)-1H-benzimidazole-5-carboxylate), BrC1=CC=C(N)C=C1 (4-bromoaniline). Solvent: O1CCOCC1 (1,4-dioxane). Product: BrC1=CC=C(C=C1)NC(=O)C1=CC2=C(NC(=N2)NC2=C(C=CC(=C2)CNC(=O)C2(CC2)C(F)(F)F)Cl)C=C1OCC(F)F (N-(4-Bromo-phenyl)-2-(2-chloro-5-{[(1-trifluoromethyl-cyclopropanecarbonyl)-amino]-methyl}-phenylamino)-6-(2,2-difluoro-ethoxy)-1H-benzimidazole-5-carboxylic acid amide). Reaction SMILES: [Cl:1][C:2]1[CH:7]=[CH:6][C:5]([CH2:8][NH:9][C:10]([C:12]2([C:15]([F:18])([F:17])[F:16])[CH2:14][CH2:13]2)=[O:11])=[CH:4][C:3]=1[NH:19][C:20]1[NH:24][C:23]2[CH:25]=[C:26]([O:34][CH2:35][CH:36]([F:38])[F:37])[C:27]([C:29]([O:31]CC)=O)=[CH:28][C:22]=2[N:21]=1.[Br:39][C:40]1[CH:46]=[CH:45][C:43]([NH2:44])=[CH:42][CH:41]=1.C[Al](C)C.C1(C)C=CC=CC=1>O1CCOCC1>[Br:39][C:40]1[CH:46]=[CH:45][C:43]([NH:44][C:29]([C:27]2[C:26]([O:34][CH2:35][CH:36]([F:37])[F:38])=[CH:25][C:23]3[NH:24][C:20]([NH:19][C:3]4[CH:4]=[C:5]([CH2:8][NH:9][C:10]([C:12]5([C:15]([F:18])([F:17])[F:16])[CH2:13][CH2:14]5)=[O:11])[CH:6]=[CH:7][C:2]=4[Cl:1])=[N:21][C:22]=3[CH:28]=2)=[O:31])=[CH:42][CH:41]=1. Procedure: The title compound was prepared in accordance with Example 59 (i) using ethyl 2-(2-chloro-5-{[(1-trifluoromethyl-cyclopropanecarbonyl)-amino]-methyl}-phenylamino)-6-(2,2-difluoro-ethoxy)-1H-benzimidazole-5-carboxylate (0.200 g; 0.36 mmol), 4-bromoaniline (0.184 g; 1.07 mmol), Me3Al in toluene (0.900 mL; 2 M; 1.80 mmol) and 1,4-dioxane (10 mL). Yield: 0.115 g (47%). 400 MHz 1H-NMR (DMSO-d6, ppm) 11.3-11.1 (1H, br s) 10.17 (1H, s) 9.1-8.8 (1H, br s) 8.65-8.57 (1H, m) 8.53 (1H, t, J=5.8 Hz) 7.95-7.... Yields the product OC1=CC=C(C=C1)NS(=O)(=O)C1=CC=2C3=C(C(NC2C=C1)=O)NC=C3.C(C)C(=O)[O-] (8-(4-hydroxy-phenylsulfamoyl)-4-oxo-4,5-dihydro-3H-pyrrolo[2,3-c]quinoline 1-ethyl carboxylate). The yield is 20.5%. RXN SMILES: Cl[S:2]([C:5]1[CH:14]=[CH:13][C:12]2[NH:11][C:10](=[O:15])[C:9]3[NH:16][CH:17]=[C:18]([C:19]([OH:21])=[O:20])[C:8]=3[C:7]=2[CH:6]=1)(=[O:4])=[O:3].[OH:22][C:23]1[CH:29]=[CH:28][C:26]([NH2:27])=[CH:25][CH:24]=1>>[OH:22][C:23]1[CH:29]=[CH:28][C:26]([NH:27][S:2]([C:5]2[CH:14]=[CH:13][C:12]3[NH:11][C:10](=[O:15])[C:9]4[NH:16][CH:17]=[CH:18][C:8]=4[C:7]=3[CH:6]=2)(=[O:3])=[O:4])=[CH:25][CH:24]=1.[CH2:18]([C:19]([O-:21])=[O:20])[CH3:17] |f:2.3|. Reported procedure: This compound is prepared according to synthesis 25, from 440 mg (0.75 mmol) of 8-chlorosulfonyl-4-oxo-4,5-dihydro-3H-pyrrolo[2,3-c]quinoline-1-carboxylic acid (synthesis 2) and 161 mg (1.48 mmol) of 4-hydroxyaniline. After trituration in ethanol/diisopropyl ether mixture, then washing with water and drying, 33 mg (11%) of 8-(4-hydroxy-phenylsulfamoyl)-4-oxo-4,5-dihydro-3H-pyrrolo[2,3-c]quinoline-1-ethyl carboxylate is obtained in the form of a white solid. Starting materials: ClS(=O)(=O)C1=CC=2C3=C(C(NC2C=C1)=O)NC=C3C(=O)O (8-chlorosulfonyl-4-oxo-4,5-dihydro-3H-pyrrolo[2,3-c]quinoline-1-carboxylic acid), OC1=CC=C(N)C=C1 (4-hydroxyaniline). Reactants: BrC1=CC=C(C=N1)C(C)=O (1-(6-bromopyridin-3-yl)ethanone), C(#N)[Cu] (CuCN), CCOC(=O)C (EtOAc). The solvent is O (water), CN(C)C=O (DMF). Reaction conditions: temperature 110 celsius. The product is C(C)(=O)C=1C=CC(=NC1)C#N (5-acetylpicolinonitrile). Yield: 82.1%. Reaction SMILES: Br[C:2]1[N:7]=[CH:6][C:5]([C:8](=[O:10])[CH3:9])=[CH:4][CH:3]=1.[C:11]([Cu])#[N:12].CCOC(C)=O>CN(C=O)C.O>[C:8]([C:5]1[CH:4]=[CH:3][C:2]([C:11]#[N:12])=[N:7][CH:6]=1)(=[O:10])[CH3:9]. Reported procedure: A mixture of 1-(6-bromopyridin-3-yl)ethanone (200 mg, 1.0 mmol) and CuCN (179 mg, 2.0 mmol) in anhydrous DMF (5 mL) was heated at 110° C. for 18 h under N2. The mixture was cooled to room temperature and diluted with water. After addition of EtOAc and filtration, the aqueous layer was extracted with EtOAc. The organic layer was washed with sat. NaHCO3 (aq), brine, and then dried (MgSO4) and concentrated. The product 5-acetylpicolinonitrile (120 mg) was obtained by silica gel chromatography (elut... Reactants: C(C)(C)(C)OC(=O)NC1=C(C(=O)O)C=CN=C1OC (3-[(T-butoxycarbonyl)amino]-2-methoxyisonicotinic acid). Solvent: FC(C(=O)O)(F)F (trifluoroacetic acid). Run at time 8 hour. Product: NC1=C(C(=O)O)C=CN=C1OC (3-amino-2-methoxyisonicotinic acid). Yield: 56.8%. RXN SMILES: C(OC([NH:8][C:9]1[C:17]([O:18][CH3:19])=[N:16][CH:15]=[CH:14][C:10]=1[C:11]([OH:13])=[O:12])=O)(C)(C)C>FC(F)(F)C(O)=O>[NH2:8][C:9]1[C:17]([O:18][CH3:19])=[N:16][CH:15]=[CH:14][C:10]=1[C:11]([OH:13])=[O:12]. Procedure: 3-[(T-butoxycarbonyl)amino]-2-methoxyisonicotinic acid (6.6 g, 24.6 mmol) was dissolved in trifluoroacetic acid (10 mL), and stirred at room temperature for 8 hours. The solvent was evaporated off under reduced pressure, and the resulting milky white solid was washed with water and ethanol to obtain a white solid (2.35 g, 56.8%). The mother liquid was again concentrated, and the resulting residue was washed with acetone and hexane to obtain a pale pink solid (1.3 g, 31.4%). Starting materials: C(=O)(C(F)(F)F)O (TFA), CC(CC1(C(=O)OC(C1)COC(C1=CC=CC=C1)(C1=CC=CC=C1)C1=CC=CC=C1)C(=C)C)C (α-(2-methylpropyl)-α-(propen-2-yl)-γ-trityloxymethyl-γ-butyrolactone). Run in C(Cl)Cl (CH2Cl2). Reaction conditions: temperature 0 celsius, time 75 minute. Product: CC(CC1(C(=O)OC(C1)CO)C(=C)C)C (α-(2-Methylpropyl)-α-(propen-2-yl)-γ-hydroxymethyl-γ-butyrolactone). The yield is 70.0%. RXN SMILES: C(O)(C(F)(F)F)=O.[CH3:8][CH:9]([CH3:41])[CH2:10][C:11]1([C:38]([CH3:40])=[CH2:39])[CH2:16][CH:15]([CH2:17][O:18]C(C2C=CC=CC=2)(C2C=CC=CC=2)C2C=CC=CC=2)[O:14][C:12]1=[O:13]>C(Cl)Cl>[CH3:8][CH:9]([CH3:41])[CH2:10][C:11]1([C:38]([CH3:40])=[CH2:39])[CH2:16][CH:15]([CH2:17][OH:18])[O:14][C:12]1=[O:13]. Procedure: TFA (15.0 mL) is added to a solution of [S-(R*,R*)]-α-(2-methylpropyl)-α-(propen-2-yl)-γ-trityloxymethyl-γ-butyrolactone (2.09 g, 4.60 mmol) and CH2Cl2 (30.0 mL) at 0° C. The solution is stirred for 75 minutes at 0° C. and is concentrated. Aqueous workup (CH2Cl2, MgSO4) and purification by flash chromatography (1:1 hexane:EtOAc) provides 684 mg (70%) of the title compound as an oil. Reactants: CCc1cnc(CO)cc1OC, ClC(Cl)Cl, ClCCl. The product is CCc1cnc(C=O)cc1OC. As a reaction SMILES: [CH2:1]([CH3:2])[c:3]1[c:4]([O:11][CH3:12])[cH:5][c:6]([CH2:9][OH:10])[n:7][cH:8]1.[CH:13]([Cl:14])([Cl:15])[Cl:16].[Cl:17][CH2:18][Cl:19]>>[CH2:1]([CH3:2])[c:3]1[c:4]([O:11][CH3:12])[cH:5][c:6]([CH:9]=[O:10])[n:7][cH:8]1.